This data is from the Open Reaction Database (ORD), a public repository of structured organic reaction records. The task is: describe an organic reaction: reactants, conditions, products, and yield Starting materials: O (water), BrC1=CC=C(C=C1)C=1N=C(SC1)N1C(OCC1CC(F)(F)F)=O (3-[4-(4-Bromophenyl)-1,3-thiazol-2-yl]-4-(2,2,2-trifluoroethyl)-1,3-oxazolidin-2-one), CN(C)C=O (DMF). The reagents and catalysts are [C-]#N.[Zn+2].[C-]#N (zinc cyanide), C=1C=CC(=CC1)[P](C=2C=CC=CC2)(C=3C=CC=CC3)[Pd]([P](C=4C=CC=CC4)(C=5C=CC=CC5)C=6C=CC=CC6)([P](C=7C=CC=CC7)(C=8C=CC=CC8)C=9C=CC=CC9)[P](C=1C=CC=CC1)(C=1C=CC=CC1)C=1C=CC=CC1 (tetrakis(triphenylphosphine)palladium(0)). The solvent is C(C)(=O)OCC (ethyl acetate). Run at temperature 120 celsius. Product: O=C1OCC(N1C=1SC=C(N1)C1=CC=C(C#N)C=C1)CC(F)(F)F (racemic 4-{2-[2-oxo-4-(2,2,2-trifluoroethyl)-1,3-oxazolidin-3-yl]-1,3-thiazol-4-yl}benzonitrile). The yield is 79.0%. Reaction SMILES: Br[C:2]1[CH:7]=[CH:6][C:5]([C:8]2[N:9]=[C:10]([N:13]3[CH:17]([CH2:18][C:19]([F:22])([F:21])[F:20])[CH2:16][O:15][C:14]3=[O:23])[S:11][CH:12]=2)=[CH:4][CH:3]=1.O.[CH3:25][N:26](C=O)C>C(OCC)(=O)C.[C-]#N.[Zn+2].[C-]#N.C1C=CC([P]([Pd]([P](C2C=CC=CC=2)(C2C=CC=CC=2)C2C=CC=CC=2)([P](C2C=CC=CC=2)(C2C=CC=CC=2)C2C=CC=CC=2)[P](C2C=CC=CC=2)(C2C=CC=CC=2)C2C=CC=CC=2)(C2C=CC=CC=2)C2C=CC=CC=2)=CC=1>[O:23]=[C:14]1[N:13]([C:10]2[S:11][CH:12]=[C:8]([C:5]3[CH:6]=[CH:7][C:2]([C:25]#[N:26])=[CH:3][CH:4]=3)[N:9]=2)[CH:17]([CH2:18][C:19]([F:22])([F:21])[F:20])[CH2:16][O:15]1 |f:4.5.6,^1:44,46,65,84|. Reported procedure: 3-[4-(4-Bromophenyl)-1,3-thiazol-2-yl]-4-(2,2,2-trifluoroethyl)-1,3-oxazolidin-2-one (0.53 g, 1.3 mmol), prepared in step 3 of Example 67, and zinc cyanide (91 mg, 0.78 mmol) were dissolved in 15 mL of DMF. The mixture was purged with nitrogen for 15 min, tetrakis(triphenylphosphine)palladium(0) (75 mg, 0.065 mmol) was added, and the mixture was heated at 120° C. for 3 h. The mixture was cooled and diluted with ethyl acetate and poured into 200 mL of water. The mixture was extracted with ethyl a... Reactants: C1(=CC=CC=C1)NN=C(C#N)C#N (2-(phenylhydrazono)-malononitrile), N(N)C1=CC=C(C(=O)O)C=C1 (4-hydrazinobenzoic acid), NC1=CC=CC=C1 (aniline), C(CC#N)#N (malononitrile). Product: NC1=NN(C(=C1N=NC1=CC=CC=C1)N)C1=C(C(=O)O)C=CC=C1 ((3,5-Diamino-4-phenylazopyrazol-1-yl)benzoic Acid). Yield: 13.7%. Conditions: time 4 hour. Reaction SMILES: [C:1]1([NH:7][N:8]=[C:9]([C:12]#[N:13])[C:10]#[N:11])[CH:6]=[CH:5][CH:4]=[CH:3][CH:2]=1.[NH2:14][C:15]1[CH:20]=[CH:19][CH:18]=[CH:17][CH:16]=1.C(#N)CC#[N:24].N(C1C=CC([C:32]([OH:34])=[O:33])=CC=1)N>>[NH2:11][C:10]1[C:9]([N:8]=[N:7][C:1]2[CH:2]=[CH:3][CH:4]=[CH:5][CH:6]=2)=[C:12]([NH2:13])[N:14]([C:15]2[CH:20]=[CH:19][CH:18]=[CH:17][C:16]=2[C:32]([OH:34])=[O:33])[N:24]=1. Reported procedure: This compound was prepared using 85 mg (0.5 mmol) of 2-(phenylhydrazono)-malononitrile, which was derived from aniline (10 mL, 107 mmol) and malononitrile (161 mmol) as described in Example 8, and 4-hydrazinobenzoic acid (76 mg, 0.5 mmol). After reacting for 4 hrs, the reaction remained as a slurry; however, analysis of the reaction solution by TLC indicated that no starting material remained. The resulting solid was isolated by filtration, washed with ethanol, and dried to yield 22 mg (14%) of ... Reactants: BrBr (bromine), CC1CC(C2=CC=C(C=C2C1)S(=O)(=O)C)=O (3-methyl-6-(methylsulfonyl)-3,4-dihydronaphthalen-1(2H)-one), BrBr (bromine). Solvent: ClCCl (dichloromethane), ClCCl (dichloromethane). Conditions: time 2 hour. The product is BrC1=C(C2=CC=C(C=C2C=C1C)S(=O)(=O)C)O (2-bromo-3-methyl-6-(methylsulfonyl)naphthalen-1-ol). As a reaction SMILES: [CH3:1][CH:2]1[CH2:11][C:10]2[C:5](=[CH:6][CH:7]=[C:8]([S:12]([CH3:15])(=[O:14])=[O:13])[CH:9]=2)[C:4](=[O:16])[CH2:3]1.[Br:17]Br>ClCCl>[Br:17][C:3]1[C:2]([CH3:1])=[CH:11][C:10]2[C:5](=[CH:6][CH:7]=[C:8]([S:12]([CH3:15])(=[O:14])=[O:13])[CH:9]=2)[C:4]=1[OH:16]. Reported procedure: To a solution of 3-methyl-6-(methylsulfonyl)-3,4-dihydronaphthalen-1(2H)-one (7.64 g, 32.06 mmol) in dichloromethane (200 mL) at room temperature was added a solution of bromine (3.38 mL, 65.72 mmol) in dichloromethane (5 mL) over 30 minutes to give an orange mixture. The reaction mixture was stirred at room temperature for 2 hours, then more bromine (0.3 mL) was added and stirring continued for 1 hour. The reaction mixture was concentrated and co-evaporated with dichloromethane and dried under ...